This data is from the Open Reaction Database (ORD), a public repository of structured organic reaction records. The task is: describe an organic reaction: reactants, conditions, products, and yield Starting materials: O=Cc1ccc(-c2nc3nc(Br)nn3cc2-c2ccccc2)cc1, CCCC[Sn](C#C[Si](C)(C)C)(CCCC)CCCC, Cc1ccccc1, ClCCl, O, c1ccc(P(c2ccccc2)(c2ccccc2)[Pd](P(c2ccccc2)(c2ccccc2)c2ccccc2)(P(c2ccccc2)(c2ccccc2)c2ccccc2)P(c2ccccc2)(c2ccccc2)c2ccccc2)cc1. Product: C[Si](C)(C)C#Cc1nc2nc(-c3ccc(C=O)cc3)c(-c3ccccc3)cn2n1. Reaction SMILES: [Br:1][c:2]1[n:3][n:4]2[c:5]([n:6][c:7](-[c:16]3[cH:17][cH:18][c:19]([CH:20]=[O:21])[cH:22][cH:23]3)[c:8](-[c:10]3[cH:11][cH:12][cH:13][cH:14][cH:15]3)[cH:9]2)[n:24]1.[CH3:25][Si:26]([C:27]#[C:28][Sn:29]([CH2:30][CH2:31][CH2:32][CH3:33])([CH2:34][CH2:35][CH2:36][CH3:37])[CH2:38][CH2:39][CH2:40][CH3:41])([CH3:42])[CH3:43].[CH3:44][c:45]1[cH:46][cH:47][cH:48][cH:49][cH:50]1.[Cl:52][CH2:53][Cl:54].[OH2:51].[cH:55]1[cH:56][cH:57][c:58]([P:59]([Pd:60]([P:61]([c:62]2[cH:63][cH:64][cH:65][cH:66][cH:67]2)([c:68]2[cH:69][cH:70][cH:71][cH:72][cH:73]2)[c:74]2[cH:75][cH:76][cH:77][cH:78][cH:79]2)([P:80]([c:81]2[cH:82][cH:83][cH:84][cH:85][cH:86]2)([c:87]2[cH:88][cH:89][cH:90][cH:91][cH:92]2)[c:93]2[cH:94][cH:95][cH:96][cH:97][cH:98]2)[P:99]([c:100]2[cH:101][cH:102][cH:103][cH:104][cH:105]2)([c:106]2[cH:107][cH:108][cH:109][cH:110][cH:111]2)[c:112]2[cH:113][cH:114][cH:115][cH:116][cH:117]2)([c:118]2[cH:119][cH:120][cH:121][cH:122][cH:123]2)[c:124]2[cH:125][cH:126][cH:127][cH:128][cH:129]2)[cH:130][cH:131]1>>[c:2]1([C:28]#[C:27][Si:26]([CH3:25])([CH3:42])[CH3:43])[n:3][n:4]2[c:5]([n:6][c:7](-[c:16]3[cH:17][cH:18][c:19]([CH:20]=[O:21])[cH:22][cH:23]3)[c:8](-[c:10]3[cH:11][cH:12][cH:13][cH:14][cH:15]3)[cH:9]2)[n:24]1. The reactants are Cl (hydrochloric acid), C(CCC)OCCOC1=CC=C(C=C1)C=1C=CC2=C(C=C(CCCN2CC(=C)C)C(=O)OC)C1 (methyl 8-(4-(2-butoxyethoxy)phenyl)-1-(2-methyl-2-propen-1-yl)-1,2,3,4-tetrahydro-1-benzoazocine-5-carboxylate), O1CCCC1 (tetrahydrofuran), [OH-].[Na+] (sodium hydroxide). Solvent: O (water), CO (methanol). Conditions: temperature 60 celsius, time 8 hour. The product is C(CCC)OCCOC1=CC=C(C=C1)C=1C=CC2=C(C=C(CCCN2CC(=C)C)C(=O)O)C1 (8-(4-(2-butoxyethoxy)phenyl)-1-(2-methyl-2-propen-1-yl)-1,2,3,4-tetrahydro-1-benzoazocine-5-carboxylic acid). The yield is 60.6%. RXN SMILES: [CH2:1]([O:5][CH2:6][CH2:7][O:8][C:9]1[CH:14]=[CH:13][C:12]([C:15]2[CH:16]=[CH:17][C:18]3[N:25]([CH2:26][C:27]([CH3:29])=[CH2:28])[CH2:24][CH2:23][CH2:22][C:21]([C:30]([O:32]C)=[O:31])=[CH:20][C:19]=3[CH:34]=2)=[CH:11][CH:10]=1)[CH2:2][CH2:3][CH3:4].O1CCCC1.[OH-].[Na+].Cl>O.CO>[CH2:1]([O:5][CH2:6][CH2:7][O:8][C:9]1[CH:10]=[CH:11][C:12]([C:15]2[CH:16]=[CH:17][C:18]3[N:25]([CH2:26][C:27]([CH3:29])=[CH2:28])[CH2:24][CH2:23][CH2:22][C:21]([C:30]([OH:32])=[O:31])=[CH:20][C:19]=3[CH:34]=2)=[CH:13][CH:14]=1)[CH2:2][CH2:3][CH3:4] |f:2.3|. Procedure: To methyl 8-(4-(2-butoxyethoxy)phenyl)-1-(2-methyl-2-propen-1-yl)-1,2,3,4-tetrahydro-1-benzoazocine-5-carboxylate (1.65 g) were added tetrahydrofuran (45 ml) and methanol (45 ml), followed by adding an aqueous 1N sodium hydroxide solution (15 ml), and the mixture was stirred at 60° C. overnight. After cooling down to 0° C., water was added and the mixture was neutralized with 1N hydrochloric acid. After extracting with ethyl acetate, the organic layer was washed with saturated water and dried wi... The reactants are CC(C)=O, O=C(Cl)c1c(Cl)cccc1Cl, NC(Cc1ccc([N+](=O)[O-])cc1)C(=O)O, [Na+], [OH-]. Yields the product O=C(NC(Cc1ccc([N+](=O)[O-])cc1)C(=O)O)c1c(Cl)cccc1Cl. RXN SMILES: [CH3:29][C:30](=[O:31])[CH3:32].[Cl:16][c:17]1[c:18]([C:19](=[O:20])[Cl:21])[c:22]([Cl:26])[cH:23][cH:24][cH:25]1.[N+:1](=[O:2])([O-:3])[c:4]1[cH:5][cH:6][c:7]([CH2:8][CH:9]([NH2:10])[C:11](=[O:12])[OH:13])[cH:14][cH:15]1.[Na+:28].[OH-:27]>>[N+:1](=[O:2])([O-:3])[c:4]1[cH:5][cH:6][c:7]([CH2:8][CH:9]([NH:10][C:19]([c:18]2[c:17]([Cl:16])[cH:25][cH:24][cH:23][c:22]2[Cl:26])=[O:20])[C:11](=[O:12])[OH:13])[cH:14][cH:15]1.